From a dataset of the Open Reaction Database (ORD), a public repository of structured organic reaction records. describe an organic reaction: reactants, conditions, products, and yield The reactants are CCOC(=O)C(=O)OCC, C1CCOC1, CC(C)[N-]C(C)C, Clc1cncc(Cl)c1, [Li+]. Yields the product CCOC(=O)C(=O)c1c(Cl)cncc1Cl. RXN SMILES: [C:17]([C:18](=[O:19])[O:20][CH2:21][CH3:22])(=[O:23])[O:24][CH2:25][CH3:26].[CH2:27]1[O:28][CH2:29][CH2:30][CH2:31]1.[CH3:10][CH:11]([N-:12][CH:13]([CH3:14])[CH3:15])[CH3:16].[Cl:1][c:2]1[cH:3][n:4][cH:5][c:6]([Cl:8])[cH:7]1.[Li+:9]>>[Cl:1][c:2]1[cH:3][n:4][cH:5][c:6]([Cl:8])[c:7]1[C:17]([C:18](=[O:19])[O:20][CH2:21][CH3:22])=[O:23]. Starting materials: CCOc1ccc2[nH]cc(CC(C)(C(=O)OC)[N+](=O)[O-])c2c1, CO. Yields the product CCOc1ccc2[nH]cc(CC(C)(N)C(=O)OC)c2c1. Reaction SMILES: [CH3:1][O:2][C:3]([C:4]([CH2:5][c:6]1[cH:7][nH:8][c:9]2[cH:10][cH:11][c:12]([O:15][CH2:16][CH3:17])[cH:13][c:14]12)([N+:18]([O-:19])=[O:20])[CH3:21])=[O:22].[CH3:23][OH:24]>>[CH3:1][O:2][C:3]([C:4]([CH2:5][c:6]1[cH:7][nH:8][c:9]2[cH:10][cH:11][c:12]([O:15][CH2:16][CH3:17])[cH:13][c:14]12)([NH2:18])[CH3:21])=[O:22]. The reactants are ClC1=CC(=CC=C1)C(=O)OO (metachloroperbenzoic acid), C1(CCCCC1)NC1=C(C=C2C(C(=CN(C2=C1)C1CCCC1)C=O)=O)F (7-(cyclohexylamino)-1-cyclopentyl-6-fluoro-4-oxo-1,4-dihydroquinoline-3-carbaldehyde), C(O)([O-])=O.[Na+] (sodium hydrogen carbonate), sodium hydrogenthiosulfate. Solvent: ClCCl (dichloromethane). Run at time 2 hour. Product: C1(CCCCC1)NC1=C(C=C2C(C(=CN(C2=C1)C1CCCC1)O)=O)F (7-(cyclohexylamino)-1-cyclopentyl-6-fluoro-3-hydroxyquinolin-4(1H)-one). The yield is 99.6%. RXN SMILES: ClC1C=CC=C(C(OO)=[O:9])C=1.[CH:12]1([NH:18][C:19]2[CH:28]=[C:27]3[C:22]([C:23](=[O:36])[C:24](C=O)=[CH:25][N:26]3[CH:29]3[CH2:33][CH2:32][CH2:31][CH2:30]3)=[CH:21][C:20]=2[F:37])[CH2:17][CH2:16][CH2:15][CH2:14][CH2:13]1.C(=O)([O-])O.[Na+]>ClCCl>[CH:12]1([NH:18][C:19]2[CH:28]=[C:27]3[C:22]([C:23](=[O:36])[C:24]([OH:9])=[CH:25][N:26]3[CH:29]3[CH2:30][CH2:31][CH2:32][CH2:33]3)=[CH:21][C:20]=2[F:37])[CH2:13][CH2:14][CH2:15][CH2:16][CH2:17]1 |f:2.3|. Reported procedure: 6.1 g of metachloroperbenzoic acid was gradually added to a 100 ml of dichloromethane solution of 8.0 g of 7-(cyclohexylamino)-1-cyclopentyl-6-fluoro-4-oxo-1,4-dihydroquinoline-3-carbaldehyde at room temperature, followed by stirring for 2 hours. Aqueous saturated sodium hydrogen carbonate and aqueous sodium hydrogenthiosulfate were added to the reaction mixture, followed by stirring for 30 minutes and then extraction with chloroform. After drying over anhydrous sodium sulfate and subsequent eva...